From a dataset of the Open Reaction Database (ORD), a public repository of structured organic reaction records. describe an organic reaction: reactants, conditions, products, and yield Reactants: BrC1CCC(N2C1=NC=C(C2=O)C(=O)O)C (9-bromo-6-methyl-4-oxo-6,7,8,9-tetrahydro-4H-pyrido[1,2-a]pyrimidine-3-carboxylic acid), C(C)#N (acetonitrile), NC1=CC=CC=C1 (aniline). Solvent: O (water). Reaction conditions: time 2 day. The product is N(C1=CC=CC=C1)C1CCC(N2C1=NC=C(C2=O)C(=O)O)C (9-anilino-6-methyl-4-oxo-6,7,8,9-tetrahydro-4H-pyrido[1,2-a]pyrimidine-3-carboxylic acid). The yield is 86.1%. RXN SMILES: Br[CH:2]1[C:7]2=[N:8][CH:9]=[C:10]([C:13]([OH:15])=[O:14])[C:11](=[O:12])[N:6]2[CH:5]([CH3:16])[CH2:4][CH2:3]1.C(#N)C.[NH2:20][C:21]1[CH:26]=[CH:25][CH:24]=[CH:23][CH:22]=1>O>[NH:20]([CH:2]1[C:7]2=[N:8][CH:9]=[C:10]([C:13]([OH:15])=[O:14])[C:11](=[O:12])[N:6]2[CH:5]([CH3:16])[CH2:4][CH2:3]1)[C:21]1[CH:26]=[CH:25][CH:24]=[CH:23][CH:22]=1. Reported procedure: 148.7 g. (0.50 mole) of 9-bromo-6-methyl-4-oxo-6,7,8,9-tetrahydro-4H-pyrido[1,2-a]pyrimidine-3-carboxylic acid are dissolved in 250 ml. of acetonitrile and 100 ml. of aniline are further added. The solution is stirred for 2 days in a nitrogen gas atmosphere at room temperature. 1000 ml. of water is added and the mixture is stirred for a further half an hour. The crystals are filtered and washed with water and finally reboiled in 1400 ml. of methanol. 128.8 g. (86.11%) of 9-anilino-6-methyl-4-oxo... Reactants: Cl.N12CC3[C@H](C(CC(C1)C3)C2)N ((4r)-1-azatricyclo[3.3.1.13,7]dec-4-ylamine hydrochloride), ClC=1C=CC2=C(C=C(O2)C(=O)O)C1 (5-chlorobenzofuran-2-carboxylic acid), N (NH3). The product is Cl.N12CC3[C@H](C(CC(C1)C3)C2)NC(=O)C=2OC3=C(C2)C=C(C=C3)Cl (5-Chlorobenzofuran-2-carboxylic acid(4r)-(1-azatricyclo[3.3.1.13,7]dec-4-yl)-amide hydrochloride). Reaction SMILES: Cl.[N:2]12[CH2:11][CH:6]3[CH2:7][CH:8]([CH2:10][CH:4]([C@H:5]3[NH2:12])[CH2:3]1)[CH2:9]2.[Cl:13][C:14]1[CH:15]=[CH:16][C:17]2[O:21][C:20]([C:22](O)=[O:23])=[CH:19][C:18]=2[CH:25]=1.N>>[ClH:13].[N:2]12[CH2:11][CH:6]3[CH2:7][CH:8]([CH2:10][CH:4]([C@H:5]3[NH:12][C:22]([C:20]3[O:21][C:17]4[CH:16]=[CH:15][C:14]([Cl:13])=[CH:25][C:18]=4[CH:19]=3)=[O:23])[CH2:3]1)[CH2:9]2 |f:0.1,4.5|. Reported procedure: Prepared from (4r)-1-azatricyclo[3.3.1.13,7]dec-4-ylamine hydrochloride and 5-chlorobenzofuran-2-carboxylic acid according to methods A and C. 1H NMR (300 MHz, methanol-d4) δ ppm 2.08-2.34 (m, 5H), 2.51 (s, 2H), 3.42-3.64 (m, 4H), 3.88 (d, J=12.5 Hz, 2H), 4.33 (s, 1H), 6.43-6.48 (m, 1H), 6.52 (s, 1H), 6.57-6.62 (m, 1H), 6.76 (d, J=2.0 Hz, 1H). MS (DCI/NH3) m/z 331. Reactants: C1(=CC=CC=C1)CC1=C(C2=CC=CC=C2C=C1)O (2-(phenylmethyl)-1-naphthol), [Cl-].[Al+3].[Cl-].[Cl-] (aluminum chloride), C(C1=CC=CC=C1)(=O)Cl (benzoyl chloride), Cl (hydrochloric acid). The solvent is C(Cl)Cl (methylene chloride), C(Cl)Cl (methylene chloride), C(Cl)Cl (methylene chloride). Conditions: time 3 hour. Product: C(C1=CC=CC=C1)(=O)C1=CC(=C(C2=CC=CC=C12)O)CC1=CC=CC=C1 (4-Benzoyl-2-(phenylmethyl)-1-naphthoI). Isolated yield 40.0%. RXN SMILES: [Cl-].[Al+3].[Cl-].[Cl-].[C:5](Cl)(=[O:12])[C:6]1[CH:11]=[CH:10][CH:9]=[CH:8][CH:7]=1.[C:14]1([CH2:20][C:21]2[CH:30]=[CH:29][C:28]3[C:23](=[CH:24][CH:25]=[CH:26][CH:27]=3)[C:22]=2[OH:31])[CH:19]=[CH:18][CH:17]=[CH:16][CH:15]=1.Cl>C(Cl)Cl>[C:5]([C:29]1[C:28]2[C:23](=[CH:24][CH:25]=[CH:26][CH:27]=2)[C:22]([OH:31])=[C:21]([CH2:20][C:14]2[CH:19]=[CH:18][CH:17]=[CH:16][CH:15]=2)[CH:30]=1)(=[O:12])[C:6]1[CH:11]=[CH:10][CH:9]=[CH:8][CH:7]=1 |f:0.1.2.3|. Reported procedure: A mixture of aluminum chloride (1.25 g, 9.4 mmole) in methylene chloride (25 mL) was stirred at 0° and treated dropwise with benzoyl chloride (1.1 mL, 9.4 mmole) and stirred for 5 minutes. A solution of 2-(phenylmethyl)-1-naphthol (2.0 g, 8.5 mmole) in methylene chloride (6 mL) was added dropwise over 15 minutes, and stirring was continued at 0° for 3 hours. The mixture was poured into 1.0N hydrochloric acid, and the crude product was isolated by extraction with methylene chloride. Recrystalliza... Starting materials: NC=1N=CN(C1C(=O)N)CC1=CC=CC=C1 (4-amino-1-benzyl-5-imidazolecarboxamide), FC(C=1C=C(C(=O)Cl)C=CC1)(F)F (3-trifluoromethylbenzoyl chloride), C(C1=CC=CC=C1)(=O)Cl (benzoyl chloride). The product is C(C1=CC=CC=C1)N1C=NC(=C1C(=O)N)NC(C1=CC(=CC=C1)C(F)(F)F)=O (1-benzyl-4-(3-trifluoromethylbenzoylamino)-5-imidazolecarboxamide). Yield: 92.0%. RXN SMILES: [NH2:1][C:2]1[N:3]=[CH:4][N:5]([CH2:10][C:11]2[CH:16]=[CH:15][CH:14]=[CH:13][CH:12]=2)[C:6]=1[C:7]([NH2:9])=[O:8].[F:17][C:18]([F:29])([F:28])[C:19]1[CH:20]=[C:21]([CH:25]=[CH:26][CH:27]=1)[C:22](Cl)=[O:23].C(Cl)(=O)C1C=CC=CC=1>>[CH2:10]([N:5]1[C:6]([C:7]([NH2:9])=[O:8])=[C:2]([NH:1][C:22](=[O:23])[C:21]2[CH:25]=[CH:26][CH:27]=[C:19]([C:18]([F:17])([F:28])[F:29])[CH:20]=2)[N:3]=[CH:4]1)[C:11]1[CH:16]=[CH:15][CH:14]=[CH:13][CH:12]=1. Procedure: out under the same conditions as in Example 1, using 2.16 g (9.99 mmol) of 4-amino-1-benzyl-5-imidazolecarboxamide which was prepared in the same manner as in Reference Example 2 and 3-trifluoromethylbenzoyl chloride, instead of benzoyl chloride, to obtain 3.56 g 1-benzyl-4-(3-trifluoromethylbenzoylamino)-5-imidazolecarboxamide (yield 92%). Starting materials: C([O-])([O-])=O.[Cs+].[Cs+] (Cesium carbonate), CN(C=O)C (dimethylformamide), N1(N=CN=C1)C1=CC=C(C=C1)O (4-(1H-1,2,4-triazol-1-yl)phenol), BrC=1C=CC(=NC1)[N+](=O)[O-] (5-bromo-2-nitropyridine). Solvent: O (water). Reaction conditions: temperature 70 celsius. Product: [N+](=O)([O-])C1=NC=C(C=C1)OC1=CC=C(C=C1)N1N=CN=C1 (2-nitro-5-[4-(1H-1,2,4-triazol-1-yl)phenoxy]pyridine). The yield is 31.9%. Reaction SMILES: C(=O)([O-])[O-].[Cs+].[Cs+].CN(C)C=O.[N:12]1([C:17]2[CH:22]=[CH:21][C:20]([OH:23])=[CH:19][CH:18]=2)[CH:16]=[N:15][CH:14]=[N:13]1.Br[C:25]1[CH:26]=[CH:27][C:28]([N+:31]([O-:33])=[O:32])=[N:29][CH:30]=1>O>[N+:31]([C:28]1[CH:27]=[CH:26][C:25]([O:23][C:20]2[CH:19]=[CH:18][C:17]([N:12]3[CH:16]=[N:15][CH:14]=[N:13]3)=[CH:22][CH:21]=2)=[CH:30][N:29]=1)([O-:33])=[O:32] |f:0.1.2|. Procedure: Cesium carbonate (1.3 g, 4.03 mmol) was mixed with 3 ml of dry dimethylformamide, 4-(1H-1,2,4-triazol-1-yl)phenol (0.5 g, 3.1 mmol) and 5-bromo-2-nitropyridine (0.63 g, 3.1 mmol) and the reaction mixture was heated at stirring at 70° C. in a closed vial. The reaction mixture was then mixed with 40 ml of water and extracted into methylene chloride (3×20 ml). Organic extract was washed with water and brine, dried over magnesium sulfate and concentrated by rotary evaporation. The resulting greenish... Starting materials: BrC=1C=C2C(=C(C(=NC2=CC1)Cl)CC1=CC=C(C=C1)Cl)Cl (6-bromo-2,4-dichloro-3-(4-chlorobenzyl)quinoline), FC1=CC=C(CC(C(=O)O)C(=O)O)C=C1 (2-(4-fluorobenzyl)malonic acid), FC1=CC=C(CC(C(=O)O)C(=O)O)C=C1 (2-(4-fluorobenzyl)malonic acid), BrC=1C=C2C(=C(C(=NC2=CC1)Cl)CC1=CC=C(C=C1)Cl)Cl (6-bromo-2,4-dichloro-3-(4-chlorobenzyl)quinoline), BrC=1C=C2C(=C(C(=NC2=CC1)Cl)CC1=CC=C(C=C1)Cl)Cl (6-bromo-2,4-dichloro-3-(4-chlorobenzyl)quinoline). Product: BrC=1C=C2C(=C(C(=NC2=CC1)Cl)CC1=CC=C(C=C1)F)Cl (6-Bromo-2,4-dichloro-3-(4-fluorobenzyl)quinoline). Reaction SMILES: [Br:1][C:2]1[CH:3]=[C:4]2[C:9](=[CH:10][CH:11]=1)[N:8]=[C:7]([Cl:12])[C:6]([CH2:13][C:14]1[CH:19]=[CH:18][C:17](Cl)=[CH:16][CH:15]=1)=[C:5]2[Cl:21].[F:22]C1C=CC(CC(C(O)=O)C(O)=O)=CC=1>>[Br:1][C:2]1[CH:3]=[C:4]2[C:9](=[CH:10][CH:11]=1)[N:8]=[C:7]([Cl:12])[C:6]([CH2:13][C:14]1[CH:19]=[CH:18][C:17]([F:22])=[CH:16][CH:15]=1)=[C:5]2[Cl:21]. Reported procedure: The title compound was prepared by substituting 2-(4-chlorobenzyl)malonic acid (Intermediate 3: step b) with 2-(4-fluorobenzyl)malonic acid (Intermediate 4: step b) then following the procedure described for the preparation of 6-bromo-2,4-dichloro-3-(4-chlorobenzyl)quinoline (Intermediate 3: step c).